From a dataset of the Open Reaction Database (ORD), a public repository of structured organic reaction records. describe an organic reaction: reactants, conditions, products, and yield Reactants: C([O-])(O)=O.[Na+] (sodium bicarbonate), ClC1=C(C=NC=2CC=3C(=CC12)N=CN3)C#N (8-chloroimidazo[4,5-g]quinoline-7-carbonitrile), Cl.ClC1=C(N)C=C(C=C1)OC (2-chloro-5-methoxyaniline hydrochloride), Cl.N1=CC=CC=C1 (pyridine hydrochloride). Solvent: C(C)OCCO (2-ethoxyethanol). Reaction conditions: time 0.5 hour. The product is ClC1=C(C=C(C=C1)OC)NC1=C(C=NC=2CC=3C(=CC12)N=CN3)C#N (8-(2-chloro-5-methoxy-phenylamino)imidazo[4,5-g]quinoline-7-carbonitrile). Yield: 62.4%. Reaction SMILES: Cl[C:2]1[C:11]2[CH:10]=[C:9]3[N:12]=[CH:13][N:14]=[C:8]3[CH2:7][C:6]=2[N:5]=[CH:4][C:3]=1[C:15]#[N:16].Cl.[Cl:18][C:19]1[CH:25]=[CH:24][C:23]([O:26][CH3:27])=[CH:22][C:20]=1[NH2:21].Cl.N1C=CC=CC=1.C(=O)(O)[O-].[Na+]>C(OCCO)C>[Cl:18][C:19]1[CH:25]=[CH:24][C:23]([O:26][CH3:27])=[CH:22][C:20]=1[NH:21][C:2]1[C:11]2[CH:10]=[C:9]3[N:12]=[CH:13][N:14]=[C:8]3[CH2:7][C:6]=2[N:5]=[CH:4][C:3]=1[C:15]#[N:16] |f:1.2,3.4,5.6|. Reported procedure: A mixture of 0.2 g (0.87 mmol) of 8-chloroimidazo[4,5-g]quinoline-7-carbonitrile, 0.22 g (1.04 mmol) of 2-chloro-5-methoxyaniline hydrochloride and 0.1 g (0.87 mmol) of pyridine hydrochloride in 5.0 mL of 2-ethoxyethanol is heated at reflux temperature for 1 hour, cooled to room temperature, poured into a saturated solution of sodium bicarbonate and stirred for 0.5 hour. The solid is collected by filtration, washed with water and dried. The solid is purified by silica gel chromatography utilizin... The product is CC1=CC=C(O1)C(=O)OC (methyl 5-methyl-2-furoate). As a reaction SMILES: [CH3:1][C:2]1[O:6][C:5]([C:7]([OH:9])=[O:8])=[CH:4][CH:3]=1.[C:10](=O)([O-])[O-].[K+].[K+].CI>C1COCC1.CN(C=O)C>[CH3:1][C:2]1[O:6][C:5]([C:7]([O:9][CH3:10])=[O:8])=[CH:4][CH:3]=1 |f:1.2.3|. Conditions: time 18 hour. The yield is 100.2%. The solvent is C1CCOC1 (THF), CN(C)C=O (DMF). Reported procedure: To a stirred solution of 25.0 g (198 mmol) 5-methyl-2-furoic acid in 160 ml THF and 100 ml DMF were added 110 g (793 mmol) potassium carbonate and 49 ml (787 mmol) methyl iodide and stirring continued for 18 hours at room temperature. The reaction mixture was then filtered and the filtrate concentrated in vacuo. The residue was then partitioned between ether and water, the phases separated, and the aqueous phase further extracted with dichloromethane. The combined organic phases were dried over ... The reactants are CC1=CC=C(O1)C(=O)O (5-methyl-2-furoic acid), C([O-])([O-])=O.[K+].[K+] (potassium carbonate), CI (methyl iodide). Reactants: CO, Cl, CCCN1CC=C(c2cccc(OC(F)(F)F)c2F)CC1. Yields the product CCCN1CCC(c2cccc(OC(F)(F)F)c2F)CC1. RXN SMILES: [CH3:23][OH:24].[ClH:22].[F:1][c:2]1[c:3]([C:13]2=[CH:18][CH2:17][N:16]([CH2:19][CH2:20][CH3:21])[CH2:15][CH2:14]2)[cH:4][cH:5][cH:6][c:7]1[O:8][C:9]([F:10])([F:11])[F:12]>>[F:1][c:2]1[c:3]([CH:13]2[CH2:14][CH2:15][N:16]([CH2:19][CH2:20][CH3:21])[CH2:17][CH2:18]2)[cH:4][cH:5][cH:6][c:7]1[O:8][C:9]([F:10])([F:11])[F:12]. Reactants: CC(C)=CCCC(C)=CCCC(C)=CCBr, CN(C)C=O, O=S([O-])C(F)(F)F, [K+], C1COCCOCCOCCOCCOCCO1. Product: CC(C)=CCCC(C)=CCCC(C)=CCS(=O)(=O)C(F)(F)F. As a reaction SMILES: [CH2:1]([CH:2]=[C:3]([CH3:4])[CH2:5][CH2:6][CH:7]=[C:8]([CH3:9])[CH2:10][CH2:11][CH:12]=[C:13]([CH3:14])[CH3:15])[Br:16].[CH3:43][N:44]([CH3:45])[CH:46]=[O:47].[F:17][C:18]([F:19])([F:20])[S:21](=[O:22])[O-:23].[K+:24].[O:25]1[CH2:26][CH2:27][O:28][CH2:29][CH2:30][O:31][CH2:32][CH2:33][O:34][CH2:35][CH2:36][O:37][CH2:38][CH2:39][O:40][CH2:41][CH2:42]1>>[CH2:1]([CH:2]=[C:3]([CH3:4])[CH2:5][CH2:6][CH:7]=[C:8]([CH3:9])[CH2:10][CH2:11][CH:12]=[C:13]([CH3:14])[CH3:15])[S:21]([C:18]([F:17])([F:19])[F:20])(=[O:22])=[O:23]. Starting materials: ClC1=CC=C(C=C1)[C@@H]1N=C(N([C@@H]1C1=CC=C(C=C1)Cl)C(=O)Cl)C1=C(C=CC(=C1)C(C)(C)C#N)OCC ((4S,5R)-4,5-bis-(4-chloro-phenyl)-2-[5-(cyano-dimethyl-methyl)-2-ethoxy-phenyl]-4,5-dihydro-imidazole-1-carbonyl chloride), CS(=O)(=O)CCCN1CCNCC1 (1-(3-methanesulfonyl-propyl)-piperazine). Product: ClC1=CC=C(C=C1)[C@@H]1N=C(N([C@@H]1C1=CC=C(C=C1)Cl)C(=O)N1CCN(CC1)CCCS(=O)(=O)C)C=1C=C(C=CC1OCC)C(C#N)(C)C (2-(3-{(4S,5R)-4,5-Bis-(4-chloro-phenyl)-1-[4-(3-methanesulfonyl-propyl)-piperazine-1-carbonyl]-4,5-dihydro-1H-imidazol-2-yl}-4-ethoxy-phenyl)-2-methyl-propionitrile). Reaction SMILES: [Cl:1][C:2]1[CH:7]=[CH:6][C:5]([C@H:8]2[C@@H:12]([C:13]3[CH:18]=[CH:17][C:16]([Cl:19])=[CH:15][CH:14]=3)[N:11]([C:20](Cl)=[O:21])[C:10]([C:23]3[CH:28]=[C:27]([C:29]([C:32]#[N:33])([CH3:31])[CH3:30])[CH:26]=[CH:25][C:24]=3[O:34][CH2:35][CH3:36])=[N:9]2)=[CH:4][CH:3]=1.[CH3:37][S:38]([CH2:41][CH2:42][CH2:43][N:44]1[CH2:49][CH2:48][NH:47][CH2:46][CH2:45]1)(=[O:40])=[O:39]>>[Cl:1][C:2]1[CH:3]=[CH:4][C:5]([C@H:8]2[C@@H:12]([C:13]3[CH:14]=[CH:15][C:16]([Cl:19])=[CH:17][CH:18]=3)[N:11]([C:20]([N:47]3[CH2:48][CH2:49][N:44]([CH2:43][CH2:42][CH2:41][S:38]([CH3:37])(=[O:39])=[O:40])[CH2:45][CH2:46]3)=[O:21])[C:10]([C:23]3[CH:28]=[C:27]([C:29]([CH3:30])([CH3:31])[C:32]#[N:33])[CH:26]=[CH:25][C:24]=3[O:34][CH2:35][CH3:36])=[N:9]2)=[CH:6][CH:7]=1. Procedure: 2-(3-{(4S,5R)-4,5-Bis-(4-chloro-phenyl)-1-[4-(3-methanesulfonyl-propyl)-piperazine-1-carbonyl]-4,5-dihydro-1H-imidazol-2-yl}-4-ethoxy-phenyl)-2-methyl-propionitrile was prepared from (4S,5R)-4,5-bis-(4-chloro-phenyl)-2-[5-(cyano-dimethyl-methyl)-2-ethoxy-phenyl]-4,5-dihydro-imidazole-1-carbonyl chloride (example 12e) and 1-(3-methanesulfonyl-propyl)-piperazine (example 16e) in an analogous manner as described in example 25. LR-MS: 710.4 [(M+H)+]